From a dataset of the Open Reaction Database (ORD), a public repository of structured organic reaction records. describe an organic reaction: reactants, conditions, products, and yield The reactants are C(C=C)N=C=O (allyl isocyanate), C(C)S (ethanethiol). The product is C(C)SCCCN=C=O (3-ethylthiopropyl isocyanate). As a reaction SMILES: [CH2:1]([N:4]=[C:5]=[O:6])[CH:2]=[CH2:3].[CH2:7]([SH:9])[CH3:8]>>[CH2:7]([S:9][CH2:3][CH2:2][CH2:1][N:4]=[C:5]=[O:6])[CH3:8]. Procedure: A mixture of 16.6 grams (0.2 mole) of allyl isocyanate and 12.4 grams (0.2 mole) of ethanethiol is irradiated at -30° C for 24 hours in the manner described in Example 1 to yield the olefinic adduct, i.e. 3-ethylthiopropyl isocyanate as the major product. The reactants are CON(C)C(=O)c1ccnc(Br)c1, C1COCCO1, COc1ccc(F)c(F)c1B(O)O, [K+], [K+], [K+], O=P([O-])([O-])[O-]. Yields the product COc1ccc(F)c(F)c1-c1cc(C(=O)N(C)OC)ccn1. As a reaction SMILES: [Br:1][c:2]1[cH:3][c:4]([C:5](=[O:6])[N:7]([CH3:8])[O:9][CH3:10])[cH:11][cH:12][n:13]1.[CH2:35]1[O:36][CH2:37][CH2:38][O:39][CH2:40]1.[F:14][c:15]1[c:16]([B:24]([OH:25])[OH:26])[c:17]([O:22][CH3:23])[cH:18][cH:19][c:20]1[F:21].[K+:32].[K+:33].[K+:34].[P:27]([O-:28])([O-:29])([O-:30])=[O:31]>>[c:2]1(-[c:16]2[c:15]([F:14])[c:20]([F:21])[cH:19][cH:18][c:17]2[O:22][CH3:23])[cH:3][c:4]([C:5](=[O:6])[N:7]([CH3:8])[O:9][CH3:10])[cH:11][cH:12][n:13]1.